Dataset: the Open Reaction Database (ORD), a public repository of structured organic reaction records. Task: describe an organic reaction: reactants, conditions, products, and yield Starting materials: CC(=O)OC1CSC(Br)C(OC(C)=O)C1OC(C)=O, FC(F)(F)c1cc(S)cc(C(F)(F)F)c1. Product: CC(=O)OC1CSC(Sc2cc(C(F)(F)F)cc(C(F)(F)F)c2)C(OC(C)=O)C1OC(C)=O. Reaction SMILES: [C:16]([CH3:17])(=[O:18])[O:19][CH:20]1[CH:21]([Br:34])[S:22][CH2:23][CH:24]([O:30][C:31]([CH3:32])=[O:33])[CH:25]1[O:26][C:27]([CH3:28])=[O:29].[F:1][C:2]([c:3]1[cH:4][c:5]([SH:13])[cH:6][c:7]([C:9]([F:10])([F:11])[F:12])[cH:8]1)([F:14])[F:15]>>[F:1][C:2]([c:3]1[cH:4][c:5]([S:13][CH:21]2[CH:20]([O:19][C:16]([CH3:17])=[O:18])[CH:25]([O:26][C:27]([CH3:28])=[O:29])[CH:24]([O:30][C:31]([CH3:32])=[O:33])[CH2:23][S:22]2)[cH:6][c:7]([C:9]([F:10])([F:11])[F:12])[cH:8]1)([F:14])[F:15].